From a dataset of the Open Reaction Database (ORD), a public repository of structured organic reaction records. describe an organic reaction: reactants, conditions, products, and yield The reactants are ClC1=CC=C(N=N1)C(=O)OC (Methyl 6-chloropyridazine-3-carboxylate), CC1(OB(OC1(C)C)C1=CC=CC(=N1)C#N)C (6-(4,4,5,5-tetramethyl-1,3,2-dioxaborolan-2-yl)picolinonitrile), C(=O)([O-])[O-].[K+].[K+] (K2CO3). Reagents/catalysts: C=1C=CC(=CC1)[P](C=2C=CC=CC2)(C=3C=CC=CC3)[Pd]([P](C=4C=CC=CC4)(C=5C=CC=CC5)C=6C=CC=CC6)([P](C=7C=CC=CC7)(C=8C=CC=CC8)C=9C=CC=CC9)[P](C=1C=CC=CC1)(C=1C=CC=CC1)C=1C=CC=CC1 ((Ph3P)4Pd). Run in CN(C)C=O (DMF). Reaction conditions: temperature 85 celsius. Product: C(#N)C1=CC=CC(=N1)C1=CC=C(N=N1)C(=O)OC (Methyl 6-(6-Cyanopyridin-2-yl)-pyridazine-3-carboxylate). Isolated yield 54.8%. RXN SMILES: Cl[C:2]1[N:7]=[N:6][C:5]([C:8]([O:10][CH3:11])=[O:9])=[CH:4][CH:3]=1.CC1(C)C(C)(C)OB([C:20]2[N:25]=[C:24]([C:26]#[N:27])[CH:23]=[CH:22][CH:21]=2)O1.C([O-])([O-])=O.[K+].[K+]>CN(C=O)C.C1C=CC([P]([Pd]([P](C2C=CC=CC=2)(C2C=CC=CC=2)C2C=CC=CC=2)([P](C2C=CC=CC=2)(C2C=CC=CC=2)C2C=CC=CC=2)[P](C2C=CC=CC=2)(C2C=CC=CC=2)C2C=CC=CC=2)(C2C=CC=CC=2)C2C=CC=CC=2)=CC=1>[C:26]([C:24]1[N:25]=[C:20]([C:2]2[N:7]=[N:6][C:5]([C:8]([O:10][CH3:11])=[O:9])=[CH:4][CH:3]=2)[CH:21]=[CH:22][CH:23]=1)#[N:27] |f:2.3.4,^1:43,45,64,83|. Procedure details: Methyl 6-chloropyridazine-3-carboxylate (S49, 34 mg, 0.19 mmol), 6-(4,4,5,5-tetramethyl-1,3,2-dioxaborolan-2-yl)picolinonitrile (45 mg, 0.19 mmol), K2CO3 (51 mg, 0.39 mmol), and (Ph3P)4Pd (34 mg, 0.029 mmol) were slurried in DMF (0.3 M). The reaction vessel was evacuated and refilled with argon three times. The mixture was warmed at 85° C. for 16 h. The reaction mixture was cooled and diluted with EtOAc, washed with 9:1 NH4OH:saturated aqueous NH4Cl and saturated aqueous NaCl, and then dried ove... Reactants: C(C)(C)(C)C1=CC=C(C=C1)N1C(=C(C2=CC=CC=C12)C=O)Cl (1-(4-tert-Butylphenyl)-2-chloro-1H-indole-3-carboxaldehyde), CN(CCNC)C (N,N,N′-trimethylethylenediamine). Product: C(C)(C)(C)C1=CC=C(C=C1)N1C(=C(C2=CC=CC=C12)C=O)N(C)CCN(C)C (1-(4-tert-butylphenyl)-2-[(2-dimethylaminoethyl)-methylamino]-1H-indole-3-carboxaldehyde). Isolated yield 42.0%. Reaction SMILES: [C:1]([C:5]1[CH:10]=[CH:9][C:8]([N:11]2[C:19]3[C:14](=[CH:15][CH:16]=[CH:17][CH:18]=3)[C:13]([CH:20]=[O:21])=[C:12]2Cl)=[CH:7][CH:6]=1)([CH3:4])([CH3:3])[CH3:2].[CH3:23][N:24]([CH3:29])[CH2:25][CH2:26][NH:27][CH3:28]>>[C:1]([C:5]1[CH:10]=[CH:9][C:8]([N:11]2[C:19]3[C:14](=[CH:15][CH:16]=[CH:17][CH:18]=3)[C:13]([CH:20]=[O:21])=[C:12]2[N:27]([CH2:26][CH2:25][N:24]([CH3:29])[CH3:23])[CH3:28])=[CH:7][CH:6]=1)([CH3:4])([CH3:3])[CH3:2]. Reported procedure: 1-(4-tert-Butylphenyl)-2-chloro-1H-indole-3-carboxaldehyde is reacted with N,N,N′-trimethylethylenediamine as described in Step 2 of Example 29 to afford 1-(4-tert-butylphenyl)-2-[(2-dimethylaminoethyl)-methylamino]-1H-indole-3-carboxaldehyde (42% yield) as a light tan solid. TLC (silica gel, 7N NH3 in methanol/MeOH/Ethyl acetate (0.1:2:10 mL)) Rf 0.29. ESI/MS 378 (M+H); RT 3.43 min. NMR10.18 (1H, s); 8.10 (1H, d, J=9 Hz); 7.66 (2H, d); 7.48 (2H, d); 7.17 (1H, t); 7.08 (1H, t); 6.88 (1H, d, J=9 ... Reactants: CCO, COC(=O)CCCCc1cccn2cncc12, [Na+], [OH-], O. Yields the product O=C(O)CCCCc1cccn2cncc12. RXN SMILES: [CH3:18][CH2:19][OH:20].[CH3:1][O:2][C:3](=[O:4])[CH2:5][CH2:6][CH2:7][CH2:8][c:9]1[c:10]2[n:11]([cH:12][cH:13][cH:14]1)[cH:15][n:16][cH:17]2.[Na+:22].[OH-:21].[OH2:23]>>[O:2]=[C:3]([OH:4])[CH2:5][CH2:6][CH2:7][CH2:8][c:9]1[c:10]2[n:11]([cH:12][cH:13][cH:14]1)[cH:15][n:16][cH:17]2. The reactants are [Br-], CC(=O)N1C(Cc2cc(F)cc(F)c2)C(C2CC(=O)CN2C(=O)OC(C)(C)C)OC1(C)C, CCOC(C)=O, [Mg+]c1ccccc1. The product is CC(=O)N1C(Cc2cc(F)cc(F)c2)C(C2CC(O)(c3ccccc3)CN2C(=O)OC(C)(C)C)OC1(C)C. As a reaction SMILES: [Br-:1].[C:9]([CH3:10])([CH3:11])([CH3:12])[O:13][C:14](=[O:15])[N:16]1[CH:17]([CH:22]2[CH:23]([CH2:32][c:33]3[cH:34][c:35]([F:40])[cH:36][c:37]([F:39])[cH:38]3)[N:24]([C:29]([CH3:30])=[O:31])[C:25]([CH3:27])([CH3:28])[O:26]2)[CH2:18][C:19](=[O:21])[CH2:20]1.[CH3:41][CH2:42][O:43][C:44](=[O:45])[CH3:46].[c:2]1([Mg+:8])[cH:3][cH:4][cH:5][cH:6][cH:7]1>>[c:2]1([C:19]2([OH:21])[CH2:18][CH:17]([CH:22]3[CH:23]([CH2:32][c:33]4[cH:34][c:35]([F:40])[cH:36][c:37]([F:39])[cH:38]4)[N:24]([C:29]([CH3:30])=[O:31])[C:25]([CH3:27])([CH3:28])[O:26]3)[N:16]([C:14]([O:13][C:9]([CH3:10])([CH3:11])[CH3:12])=[O:15])[CH2:20]2)[cH:3][cH:4][cH:5][cH:6][cH:7]1. Starting materials: N1C=CC=2C(=CC=CC12)C=O (indole-4-carbaldehyde), FC1=C(CBr)C=CC=C1 (2-fluorobenzyl bromide). Yields the product FC1=C(CN2C=CC=3C(=CC=CC23)C=O)C=CC=C1 (1-(2-fluorobenzyl)indole-4-carbaldehyde). Reaction SMILES: [NH:1]1[C:9]2[CH:8]=[CH:7][CH:6]=[C:5]([CH:10]=[O:11])[C:4]=2[CH:3]=[CH:2]1.[F:12][C:13]1[CH:20]=[CH:19][CH:18]=[CH:17][C:14]=1[CH2:15]Br>>[F:12][C:13]1[CH:20]=[CH:19][CH:18]=[CH:17][C:14]=1[CH2:15][N:1]1[C:9]2[CH:8]=[CH:7][CH:6]=[C:5]([CH:10]=[O:11])[C:4]=2[CH:3]=[CH:2]1. Procedure: The same procedures used in Example 1 were repeated except for using 725 mg of indole-4-carbaldehyde and 2-fluorobenzyl bromide instead of the benzyl bromide used in Example 1 to give 1.22 g of 1-(2-fluorobenzyl)indole-4-carbaldehyde as yellow crystals. The yield thereof was found to be 96%. Starting materials: O=C([O-])[O-], CCOC(C)=O, COc1cc(C=O)ccc1F, [K+], [K+], CN(C)C=O, O, c1c[nH]cn1. Yields the product COc1cc(C=O)ccc1-n1ccnc1. Reaction SMILES: [C:1](=[O:2])([O-:3])[O-:4].[CH3:28][CH2:29][O:30][C:31](=[O:32])[CH3:33].[F:17][c:18]1[c:19]([O:26][CH3:27])[cH:20][c:21]([CH:22]=[O:23])[cH:24][cH:25]1.[K+:5].[K+:6].[O:12]=[CH:13][N:14]([CH3:15])[CH3:16].[OH2:34].[nH:7]1[cH:8][n:9][cH:10][cH:11]1>>[n:7]1(-[c:18]2[c:19]([O:26][CH3:27])[cH:20][c:21]([CH:22]=[O:23])[cH:24][cH:25]2)[cH:8][n:9][cH:10][cH:11]1. The reactants are ClCC(CCO)O (racemic 4-chloro-1,3-butanediol), ClCC(CCO)O (racemic 4-chloro-1,3-butanediol), P(=O)([O-])([O-])[O-] (phosphate), C([O-])([O-])=O.[Ca+2] (calcium carbonate). Run at time 24 hour. Product: ClCC(CCO)O (4-chloro-1,3-butanediol), C(C(CCO)O)O (1,2,4-butanetriol). Reaction SMILES: P([O-])([O-])([O-])=O.[C:6](=[O:9])([O-])[O-].[Ca+2].[Cl:11][CH2:12][CH:13]([OH:17])[CH2:14][CH2:15][OH:16]>>[Cl:11][CH2:12][CH:13]([OH:17])[CH2:14][CH2:15][OH:16].[CH2:6]([OH:9])[CH:13]([OH:17])[CH2:14][CH2:15][OH:16] |f:1.2|. Reported procedure: A nutrient medium (100 ml, pH 7.2) consisting of polypeptone (1.0%), yeast extract (1.0%) and glycerin (1.0%) were poured into an Erlenmeyer flask (500 ml) with a baffle and the flask was sterilized at 121° C. for 15 minuets. Previously, Pseudomonas sp. DS-K-436-1 were made stationary incubation in the agar medium (pH 7.2) containing polypeptone (1.0%), yeast extract (1.0%) and glycerin (1.0%) at 30° C. for 24 hours to prepare seed strains and a loopful of the strains was seeded to the above med...